Dataset: the Open Reaction Database (ORD), a public repository of structured organic reaction records. Task: describe an organic reaction: reactants, conditions, products, and yield Reactants: O1CCOCC1 (dioxane), ClC1=NC(=C2N=CN(C2=N1)CC(C)C)N1[C@H](COCC1)C (2-chloro-9-isobutyl-6-[(3S)-3-methylmorpholin-4-yl]-9H-purine), CC1(OB(OC1(C)C)C=1C=NC(=NC1)N)C (5-(4,4,5,5-tetramethyl-1,3,2-dioxaborolan-2-yl)pyrimidin-2-amine), C([O-])([O-])=O.[Na+].[Na+] (sodium carbonate), tetrakis triphenylphosphine palladium. The solvent is O (water), O (Water). Yields the product C(C(C)C)N1C2=NC(=NC(=C2N=C1)N1[C@H](COCC1)C)C=1C=NC(=NC1)N (5-{9-Isobutyl-6-[(3S)-3-methylmorpholin-4-yl]-9H-purin-2-yl}pyrimidin-2-amine). The yield is 76.4%. Reaction SMILES: O1CCOCC1.Cl[C:8]1[N:16]=[C:15]2[C:11]([N:12]=[CH:13][N:14]2[CH2:17][CH:18]([CH3:20])[CH3:19])=[C:10]([N:21]2[CH2:26][CH2:25][O:24][CH2:23][C@@H:22]2[CH3:27])[N:9]=1.CC1(C)C(C)(C)OB([C:36]2[CH:37]=[N:38][C:39]([NH2:42])=[N:40][CH:41]=2)O1.C(=O)([O-])[O-].[Na+].[Na+]>O>[CH2:17]([N:14]1[CH:13]=[N:12][C:11]2[C:15]1=[N:16][C:8]([C:36]1[CH:37]=[N:38][C:39]([NH2:42])=[N:40][CH:41]=1)=[N:9][C:10]=2[N:21]1[CH2:26][CH2:25][O:24][CH2:23][C@@H:22]1[CH3:27])[CH:18]([CH3:20])[CH3:19] |f:3.4.5|. Reported procedure: A dioxane (5 ml)-water (1 ml) suspension of 2-chloro-9-isobutyl-6-[(3S)-3-methylmorpholin-4-yl]-9H-purine (317 mg, 1.02 mmol), 5-(4,4,5,5-tetramethyl-1,3,2-dioxaborolan-2-yl)pyrimidin-2-amine (226 mg, 1.02 mmol), sodium carbonate (325 mg, 3.07 mmol), and tetrakis triphenylphosphine palladium (118 mg, 0.10 mmol) was heated to reflux for 2.5 hours. The reaction mixture was returned to room temperature. Water was added to the reaction mixture and the resulting mixture was extracted with chloroform....